From a dataset of the Open Reaction Database (ORD), a public repository of structured organic reaction records. describe an organic reaction: reactants, conditions, products, and yield The reactants are O=C1CCC2=CC(=CC=C12)C#N (1-oxo-indan-5-carbonitrile), Cl.C(CCC)C1=CC=C(C=C1)C1=C(C(=CC=C1)NN)F ((4′-Butyl-2-fluoro-biphenyl-3-yl)-hydrazine hydrochloride). Yields the product C(CCC)C1=CC=C(C=C1)C=1C=CC=2C3=C(NC2C1F)C1=CC=C(C=C1C3)C#N (7-(4-Butyl-phenyl)-6-fluoro-5,10-dihydro-indeno[1,2-b]indole-2-carbonitrile). Reaction SMILES: O=[C:2]1[C:10]2[C:5](=[CH:6][C:7]([C:11]#[N:12])=[CH:8][CH:9]=2)[CH2:4][CH2:3]1.Cl.[CH2:14]([C:18]1[CH:23]=[CH:22][C:21]([C:24]2[CH:29]=[CH:28][CH:27]=[C:26]([NH:30]N)[C:25]=2[F:32])=[CH:20][CH:19]=1)[CH2:15][CH2:16][CH3:17]>>[CH2:14]([C:18]1[CH:19]=[CH:20][C:21]([C:24]2[CH:29]=[CH:28][C:27]3[C:3]4[CH2:4][C:5]5[C:10](=[CH:9][CH:8]=[C:7]([C:11]#[N:12])[CH:6]=5)[C:2]=4[NH:30][C:26]=3[C:25]=2[F:32])=[CH:22][CH:23]=1)[CH2:15][CH2:16][CH3:17] |f:1.2|. Procedure: A sample of 1-oxo-indan-5-carbonitrile (133.5 mg, 0.85 mmol) (Example 74, step 1) and (4′-Butyl-2-fluoro-biphenyl-3-yl)-hydrazine hydrochloride (250.4, 0.85 mmol) are reacted together as in example 1, step 3 followed by purification by UV triggered reverse phase HPLC to afford the title compound as a white solid. LC/MS calculated for [M+H]+ C26H21FN2: 381.2, found: 381.2.